The task is: describe an organic reaction: reactants, conditions, products, and yield. This data is from the Open Reaction Database (ORD), a public repository of structured organic reaction records. Reactants: C=C1C2=C(OCC3=C1C=CC=C3)C=CC(=C2)C(=O)OC (methyl 11-methylene-6,11-dihydrodibenz[b,e]oxepin-2-carboxylate), CN1CCNCC1 (1-Methylpiperazine), C=O (paraformaldehyde), FC(C(=O)O)(F)F (trifluoroacetic acid). Solvent: ClCC(Cl)(Cl)Cl (tetrachloroethane), ClCC(Cl)(Cl)Cl (tetrachloroethane). Run at temperature 60 celsius, time 2 hour. Product: CN1CCN(CC1)CC=C1C2=C(OCC3=C1C=CC=C3)C=CC(=C2)C(=O)OC (methyl 11-[2-(4-methyl-1-piperazinyl)ethylidene]-6,11-dihydrodibenz[b,e]oxepin-2-carboxylate). RXN SMILES: [CH3:1][N:2]1[CH2:7][CH2:6][NH:5][CH2:4][CH2:3]1.C=O.F[C:11](F)(F)C(O)=O.[CH2:17]=[C:18]1[C:24]2[CH:25]=[CH:26][CH:27]=[CH:28][C:23]=2[CH2:22][O:21][C:20]2[CH:29]=[CH:30][C:31]([C:33]([O:35][CH3:36])=[O:34])=[CH:32][C:19]1=2>ClCC(Cl)(Cl)Cl>[CH3:1][N:2]1[CH2:7][CH2:6][N:5]([CH2:11][CH:17]=[C:18]2[C:24]3[CH:25]=[CH:26][CH:27]=[CH:28][C:23]=3[CH2:22][O:21][C:20]3[CH:29]=[CH:30][C:31]([C:33]([O:35][CH3:36])=[O:34])=[CH:32][C:19]2=3)[CH2:4][CH2:3]1. Reported procedure: 1-Methylpiperazine, 30 ml, and 74 g of paraformaldehyde were dissolved in 2 l of tetrachloroethane and 100 ml of trifluoroacetic acid was dropwise added to the solution. After stirring at 60° C. for 2 hours, a solution of 36 g of methyl 11-methylene-6,11-dihydrodibenz[b,e]oxepin-2-carboxylate in 600 ml of tetrachloroethane was dropwise added to the reaction mixture followed by stirring at 90° C. for further 3 hours. The reaction mixture was concentrated to dryness under reduced pressure and 4N h... Reactants: CC(C)(C)c1ccc(CCC(CC2CCCCC2)OC(=O)CCC(=O)OCc2ccccc2)cc1NC(=O)CC1c2ccccc2Oc2ccccc21, CCOC(C)=O, [H][H]. Product: CC(C)(C)c1ccc(CCC(CC2CCCCC2)OC(=O)CCC(=O)O)cc1NC(=O)CC1c2ccccc2Oc2ccccc21. Reaction SMILES: [C:1]([CH2:2][CH2:3][C:4](=[O:5])[O:6][CH2:7][c:8]1[cH:9][cH:10][cH:11][cH:12][cH:13]1)(=[O:14])[O:15][CH:16]([CH2:17][CH:18]1[CH2:19][CH2:20][CH2:21][CH2:22][CH2:23]1)[CH2:24][CH2:25][c:26]1[cH:27][c:28]([NH:36][C:37]([CH2:38][CH:39]2[c:40]3[cH:41][cH:42][cH:43][cH:44][c:45]3[O:46][c:47]3[cH:48][cH:49][cH:50][cH:51][c:52]32)=[O:53])[c:29]([C:32]([CH3:33])([CH3:34])[CH3:35])[cH:30][cH:31]1.[CH3:56][CH2:57][O:58][C:59](=[O:60])[CH3:61].[H:54][H:55]>>[C:1]([CH2:2][CH2:3][C:4](=[O:5])[OH:6])(=[O:14])[O:15][CH:16]([CH2:17][CH:18]1[CH2:19][CH2:20][CH2:21][CH2:22][CH2:23]1)[CH2:24][CH2:25][c:26]1[cH:27][c:28]([NH:36][C:37]([CH2:38][CH:39]2[c:40]3[cH:41][cH:42][cH:43][cH:44][c:45]3[O:46][c:47]3[cH:48][cH:49][cH:50][cH:51][c:52]32)=[O:53])[c:29]([C:32]([CH3:33])([CH3:34])[CH3:35])[cH:30][cH:31]1. The reactants are CCOCC (ether), [Cl-] (chloride), Cl.N1C(C(=O)OCC)CCCC1 (ethyl pipecolinate hydrochloride), C(=O)([O-])[O-].[K+].[K+] (K2CO3). The solvent is CN(C)C=O (DMF). Conditions: temperature 60 celsius, time 3 day. Product: ClC=1C=C(C=CC1)CN1C(C(=O)OCC)CCCC1 (ethyl N-(3chlorophenylmethyl)pipecolinate). RXN SMILES: [Cl-:1].Cl.[NH:3]1[CH2:13][CH2:12][CH2:11][CH2:10][CH:4]1[C:5]([O:7][CH2:8][CH3:9])=[O:6].C([O-])([O-])=O.[K+].[K+].CCO[CH2:23][CH3:24]>CN(C=O)C>[Cl:1][C:4]1[CH:5]=[C:23]([CH2:24][N:3]2[CH2:13][CH2:12][CH2:11][CH2:10][CH:4]2[C:5]([O:7][CH2:8][CH3:9])=[O:6])[CH:12]=[CH:11][CH:10]=1 |f:1.2,3.4.5|. Reported procedure: A mixture of 3thlorobenzyl chloride (11 mmol, 1.4 mL), ethyl pipecolinate hydrochloride (10 mmol, 1.94 g) and K2CO3 (12 mmol, 1.69 g) in DMF (10 mL) was stirred at 60° C. for 3 days. It was then diluted with ether (50 mL) and filtered. The filtrate was concentrated in vacuo to give ethyl N-(3chlorophenylmethyl)pipecolinate as a yellow oil (2.79g): 1H NMR (300 MHz) δ 7.21-7.35 (m, 4 H), 4.20 (q, J=7.1 Hz, 2 H), 3.77 (d, J=13.6 Hz, 1 H), 3.37 (d, J=13.6 Hz, 1 H), 3.14 (dd, J=7.5 Hz, 4.6 Hz, 1 H), ... The product is CCOC(=O)C(F)(F)C(C)(O)c1ccc(-c2ccc(F)cn2)cc1. Reaction SMILES: [Br:1][C:2]([C:3](=[O:4])[O:5][CH2:6][CH3:7])([F:8])[F:9].[F:10][c:11]1[cH:12][cH:13][c:14](-[c:17]2[cH:18][cH:19][c:20]([C:23]([CH3:24])=[O:25])[cH:21][cH:22]2)[n:15][cH:16]1.[I-:26].[I-:27].[O:29]1[CH2:30][CH2:31][CH2:32][CH2:33]1.[Sm+2:28]>>[C:2]([C:3](=[O:4])[O:5][CH2:6][CH3:7])([F:8])([F:9])[C:23]([c:20]1[cH:19][cH:18][c:17](-[c:14]2[cH:13][cH:12][c:11]([F:10])[cH:16][n:15]2)[cH:22][cH:21]1)([CH3:24])[OH:25]. The reactants are CCOC(=O)C(F)(F)Br, CC(=O)c1ccc(-c2ccc(F)cn2)cc1, [I-], [I-], C1CCOC1, [Sm+2]. Starting materials: CCO, [Na+], C1CCOC1, [OH-], CS(=O)(=O)Cc1ccc(OS(=O)(=O)c2ccccc2)cn1. Product: CS(=O)(=O)Cc1ccc(O)cn1. RXN SMILES: [CH3:24][CH2:25][OH:26].[Na+:23].[O:27]1[CH2:28][CH2:29][CH2:30][CH2:31]1.[OH-:22].[c:1]1([S:2](=[O:3])(=[O:4])[O:10][c:11]2[cH:12][n:13][c:14]([CH2:17][S:18](=[O:19])(=[O:20])[CH3:21])[cH:15][cH:16]2)[cH:5][cH:6][cH:7][cH:8][cH:9]1>>[OH:10][c:11]1[cH:12][n:13][c:14]([CH2:17][S:18](=[O:19])(=[O:20])[CH3:21])[cH:15][cH:16]1. The reactants are CC1(C)Cc2cc(C(=O)O)ccc2NC1c1cc(C#N)cc(N2CCOCC2)c1, CCN=C=NCCCN(C)C, CS(N)(=O)=O, CN(C)c1ccncc1, ClCCl, Cl. The product is CC1(C)Cc2cc(C(=O)NS(C)(=O)=O)ccc2NC1c1cc(C#N)cc(N2CCOCC2)c1. Reaction SMILES: [C:1](#[N:2])[c:3]1[cH:4][c:5]([CH:15]2[NH:16][c:17]3[cH:18][cH:19][c:20]([C:27](=[O:28])[OH:29])[cH:21][c:22]3[CH2:23][C:24]2([CH3:25])[CH3:26])[cH:6][c:7]([N:9]2[CH2:10][CH2:11][O:12][CH2:13][CH2:14]2)[cH:8]1.[CH3:31][N:32]([CH3:33])[CH2:34][CH2:35][CH2:36][N:37]=[C:38]=[N:39][CH2:40][CH3:41].[CH3:42][S:43](=[O:44])(=[O:45])[NH2:46].[CH3:47][N:48]([CH3:49])[c:50]1[cH:51][cH:52][n:53][cH:54][cH:55]1.[Cl:56][CH2:57][Cl:58].[ClH:30]>>[C:1](#[N:2])[c:3]1[cH:4][c:5]([CH:15]2[NH:16][c:17]3[cH:18][cH:19][c:20]([C:27](=[O:29])[NH:46][S:43]([CH3:42])(=[O:44])=[O:45])[cH:21][c:22]3[CH2:23][C:24]2([CH3:25])[CH3:26])[cH:6][c:7]([N:9]2[CH2:10][CH2:11][O:12][CH2:13][CH2:14]2)[cH:8]1.